This data is from the Open Reaction Database (ORD), a public repository of structured organic reaction records. The task is: describe an organic reaction: reactants, conditions, products, and yield The reactants are CC(=O)OC(C)(C)C, COC(=O)c1cccc(-c2cscn2)c1, [Li]. RXN SMILES: [C:16]([CH3:17])(=[O:18])[O:19][C:20]([CH3:21])([CH3:22])[CH3:23].[CH3:1][O:2][C:3]([c:4]1[cH:5][c:6](-[c:10]2[n:11][cH:12][s:13][cH:14]2)[cH:7][cH:8][cH:9]1)=[O:15].[Li:24]>>[C:3]([c:4]1[cH:5][c:6](-[c:10]2[n:11][cH:12][s:13][cH:14]2)[cH:7][cH:8][cH:9]1)(=[O:15])[CH2:17][C:16](=[O:18])[O:19][C:20]([CH3:21])([CH3:22])[CH3:23]. Product: CC(C)(C)OC(=O)CC(=O)c1cccc(-c2cscn2)c1. Starting materials: FC=1C=C(C=C(C1F)[C@@H](COS(=O)(=O)C1=CC=C(C=C1)C)O)C(CC(=O)OCC)CC (ethyl 3-[3,4-difluoro-5-((1S)-1-hydroxy-2-{[(4-methylphenyl)sulfonyl]oxy}ethyl)phenyl]pentanoate), C([O-])([O-])=O.[K+].[K+] (potassium carbonate). Solvent: C(C)O (ethanol). Run at time 8 hour. Yields the product FC=1C=C(C=C(C1F)[C@@H]1OC1)C(CC(=O)OCC)CC (Ethyl 3-{3,4-difluoro-5-[(2S)-2-oxiranyl]phenyl}pentanoate). Yield: 95.7%. As a reaction SMILES: [F:1][C:2]1[CH:3]=[C:4]([CH:23]([CH2:30][CH3:31])[CH2:24][C:25]([O:27][CH2:28][CH3:29])=[O:26])[CH:5]=[C:6]([C@H:9]([OH:22])[CH2:10]OS(C2C=CC(C)=CC=2)(=O)=O)[C:7]=1[F:8].C(=O)([O-])[O-].[K+].[K+]>C(O)C>[F:1][C:2]1[CH:3]=[C:4]([CH:23]([CH2:30][CH3:31])[CH2:24][C:25]([O:27][CH2:28][CH3:29])=[O:26])[CH:5]=[C:6]([C@H:9]2[CH2:10][O:22]2)[C:7]=1[F:8] |f:1.2.3|. Procedure details: To a solution of ethyl 3-[3,4-difluoro-5-((1S)-1-hydroxy-2-{[(4-methylphenyl)sulfonyl]oxy}ethyl)phenyl]pentanoate (14.50 g, 0.0318 mol) in absolute ethanol (270 mL) was added potassium carbonate (8.78 g, 0.0635 mol) and the reaction was stirred at RT overnight. The reaction was concentrated and diluted with water and extracted with ethyl acetate (×2). The combined organic layers were dried over Na2SO4, filtered, and concentrated. Column chromatography (hexane:ethylacetate, 0-25%) yielded the des... Reactants: [Li+].[Cl-] (LiCl), C(C)OC(C(C(=O)OCC)C1=NC=C(C=C1[N+](=O)[O-])C)=O (2-(5-Methyl -3-nitro-pyridin-2-yl)-malonic acid diethyl ester). Solvent: O (water), O (water), CS(=O)C (DMSO). Run at temperature 150 celsius, time 3 hour. Yields the product C(C)OC(CC1=NC=C(C=C1[N+](=O)[O-])C)=O ((5-Methyl-3-nitro-pyridin-2-yl)-acetic acid ethyl ester). RXN SMILES: [Li+].[Cl-].[CH2:3]([O:5][C:6](=[O:23])[CH:7]([C:13]1[C:18]([N+:19]([O-:21])=[O:20])=[CH:17][C:16]([CH3:22])=[CH:15][N:14]=1)C(OCC)=O)[CH3:4]>CS(C)=O.O>[CH2:3]([O:5][C:6](=[O:23])[CH2:7][C:13]1[C:18]([N+:19]([O-:21])=[O:20])=[CH:17][C:16]([CH3:22])=[CH:15][N:14]=1)[CH3:4] |f:0.1|. Procedure details: LiCl (10.6 g, 0.252 mol) is suspended in a solution of 2-(5-Methyl -3-nitro-pyridin-2-yl)-malonic acid diethyl ester (50 g, 0.168 mol) in DMSO (100 mL) containing water (12 g, 0.678 mol) and is stirred at 150° C. for 3 h. The reaction mixture is cooled, diluted with water (200 mL), and extracted with ethyl acetate. The combined organic phase are washed successively with saturated aqueous NaHCO3, water, brine, dried over Na2SO4, and concentrated in vacuo. The residue is purified by silica gel chr... Procedure details: The title compound, light yellow solid (57 mg, 53%), MS (ISP) m/z=431.5 [(M+H)+], mp 139° C., was prepared in accordance with the general method of example 6 from trans-4-{2-[4-(2,3-dihydro-furo[2,3-c]pyridin-7-yl)-piperazin-1-yl]-ethyl}-cyclohexylamine trihydrochloride (intermediate B) (110 mg, 0.25 mmol) and 3-hydroxy-3-methyl-butanoic acid. The product is O1CCC=2C1=C(N=CC2)N2CCN(CC2)CC[C@@H]2CC[C@H](CC2)NC(CC(C)(C)O)=O (trans-N-(4-{2-[4-(2,3-Dihydro-furo[2,3-c]pyridin-7-yl)-piperazin-1-yl]-ethyl}-cyclohexyl)-3-hydroxy-3-methyl-butyramide). Starting materials: solid, Cl.Cl.Cl.O1CCC=2C1=C(N=CC2)N2CCN(CC2)CC[C@@H]2CC[C@H](CC2)N (trans-4-{2-[4-(2,3-dihydro-furo[2,3-c]pyridin-7-yl)-piperazin-1-yl]-ethyl}-cyclohexylamine trihydrochloride), Cl.Cl.Cl.O1CCC=2C1=C(N=CC2)N2CCN(CC2)CC[C@@H]2CC[C@H](CC2)N (trans-4-{2-[4-(2,3-dihydro-furo[2,3-c]pyridin-7-yl)-piperazin-1-yl]-ethyl}-cyclohexylamine trihydrochloride), OC(CC(=O)O)(C)C (3-hydroxy-3-methyl-butanoic acid). As a reaction SMILES: Cl.Cl.Cl.[O:4]1[C:8]2=[C:9]([N:13]3[CH2:18][CH2:17][N:16]([CH2:19][CH2:20][C@H:21]4[CH2:26][CH2:25][C@H:24]([NH2:27])[CH2:23][CH2:22]4)[CH2:15][CH2:14]3)[N:10]=[CH:11][CH:12]=[C:7]2[CH2:6][CH2:5]1.[OH:28][C:29]([CH3:35])([CH3:34])[CH2:30][C:31](O)=[O:32]>>[O:4]1[C:8]2=[C:9]([N:13]3[CH2:18][CH2:17][N:16]([CH2:19][CH2:20][C@H:21]4[CH2:26][CH2:25][C@H:24]([NH:27][C:31](=[O:32])[CH2:30][C:29]([OH:28])([CH3:35])[CH3:34])[CH2:23][CH2:22]4)[CH2:15][CH2:14]3)[N:10]=[CH:11][CH:12]=[C:7]2[CH2:6][CH2:5]1 |f:0.1.2.3|. Starting materials: COc1ccc2c(c1)C(c1ccccc1)OC21CCN(CP(C)(C)=O)CC1, COc1ccc(C2OC3(CCN(CP(C)(C)=O)CC3)c3ccccc32)cc1. Product: CP(C)(=O)CN1CCC2(CC1)OC(c1ccccc1)c1cc(O)ccc12. As a reaction SMILES: [CH3:1][P:2](=[O:3])([CH3:4])[CH2:5][N:6]1[CH2:7][CH2:8][C:9]2([O:10][CH:11]([c:20]3[cH:21][cH:22][cH:23][cH:24][cH:25]3)[c:12]3[cH:13][c:14]([O:18][CH3:19])[cH:15][cH:16][c:17]32)[CH2:26][CH2:27]1.[CH3:28][P:29]([CH2:30][N:31]1[CH2:32][CH2:33][C:34]2([c:35]3[c:36]([cH:37][cH:38][cH:39][cH:40]3)[CH:41]([c:42]3[cH:43][cH:44][c:45]([O:46][CH3:47])[cH:48][cH:49]3)[O:50]2)[CH2:51][CH2:52]1)([CH3:53])=[O:54]>>[CH3:1][P:2](=[O:3])([CH3:4])[CH2:5][N:6]1[CH2:7][CH2:8][C:9]2([O:10][CH:11]([c:20]3[cH:21][cH:22][cH:23][cH:24][cH:25]3)[c:12]3[cH:13][c:14]([OH:18])[cH:15][cH:16][c:17]32)[CH2:26][CH2:27]1. As a reaction SMILES: [CH2:1]([CH2:11]/[C:12](/[CH3:24])=[CH:13]/[CH2:14][CH2:15]/[C:16](/[CH3:23])=[CH:17]/[CH2:18][CH2:19]C(=O)C)/[CH:2]=[C:3](/[CH2:5][CH2:6][CH:7]=[C:8]([CH3:10])[CH3:9])\[CH3:4].ClCC([O:29][CH2:30][CH3:31])=O.[O-][CH2:33]C.[Na+].[OH-].[K+]>CO.O>[CH3:33][CH:31]([CH2:19][CH2:18][CH:17]=[C:16]([CH3:23])[CH2:15][CH2:14][CH:13]=[C:12]([CH3:24])[CH2:11][CH2:1][CH:2]=[C:3]([CH3:4])[CH2:5][CH2:6][CH:7]=[C:8]([CH3:10])[CH3:9])[CH:30]=[O:29] |f:2.3,4.5|. Yields the product CC(C=O)CCC=C(CCC=C(CCC=C(CCC=C(C)C)C)C)C (2,6,10,14,18-pentamethyl-5,9,13,17-nonadecatetraenal). Isolated yield 70.9%. Procedure details: To a mixture of geranylgeranylacetone (32.2 g) and ethyl monochloroacetate (17.2 g), sodium ethoxide (8.85 g) is portionwise added at -10°C in nitrogen stream. The resultant mixture is stirred for 7 hours, a solution of potassium hydroxide (99 g) in methanol (560 ml) is added thereto, stirring is continued for 3 hours and then the resulting mixture is allowed to stand overnight. Then, the reaction mixture is poured into water, washed with petroleum ether, neutralized with acetic acid and extract... The solvent is CO (methanol), O (water). Conditions: temperature 150 celsius, time 3 hour. Starting materials: C(\C=C(/C)\CCC=C(C)C)C/C(=C/CC/C(=C/CCC(C)=O)/C)/C (geranylgeranylacetone), ClCC(=O)OCC (ethyl monochloroacetate), [O-]CC.[Na+] (sodium ethoxide), [OH-].[K+] (potassium hydroxide), resultant mixture.